This data is from the Open Reaction Database (ORD), a public repository of structured organic reaction records. The task is: describe an organic reaction: reactants, conditions, products, and yield Reactants: CC(=O)OC(C)=O, ON=Cc1cnnc2ccccc12. Yields the product N#Cc1cnnc2ccccc12. RXN SMILES: [CH3:14][C:15]([O:16][C:17](=[O:18])[CH3:19])=[O:20].[N:1]([OH:2])=[CH:3][c:4]1[cH:5][n:6][n:7][c:8]2[cH:9][cH:10][cH:11][cH:12][c:13]12>>[N:1]#[C:3][c:4]1[cH:5][n:6][n:7][c:8]2[cH:9][cH:10][cH:11][cH:12][c:13]12. The reactants are C(C)(C)(C)OC(=O)N1CCN(CC1)C1=CC=C(C=C1)O (4-(4-Hydroxyphenyl)piperazine-1-carboxylic acid tert-butyl ester), P(=O)([O-])([O-])[O-].[K+].[K+].[K+] (tripotassium phosphate), [O-]CC.[Na+] (sodium ethoxide), ClC=1N(C=C(N1)[N+](=O)[O-])CC[C@@H](COS(=O)(=O)C1=CC=C(C=C1)C)O (toluene-4-sulfonic acid (S)-4-(2-chloro-4-nitro-imidazol-1-yl)-2-hydroxybutyl ester). Solvent: C(C)O (ethanol), C(C)O (ethanol). Run at time 30 minute. The product is C(C)(C)(C)OC(=O)N1CCN(CC1)C1=CC=C(C=C1)OC[C@@H]1CCN2C(O1)=NC(=C2)[N+](=O)[O-] (4-[4-((S)-2-nitro-6,7-dihydro-5H-imidazo[2,1-b][1,3]oxazin-7-ylmethoxy)phenyl]piperazine-1-carboxylic acid tert-butyl ester). The yield is 56.2%. RXN SMILES: [O-]CC.[Na+].Cl[C:6]1[N:7]([CH2:14][CH2:15][C@H:16]([OH:29])[CH2:17][O:18]S(C2C=CC(C)=CC=2)(=O)=O)[CH:8]=[C:9]([N+:11]([O-:13])=[O:12])[N:10]=1.[C:30]([O:34][C:35]([N:37]1[CH2:42][CH2:41][N:40]([C:43]2[CH:48]=[CH:47][C:46](O)=[CH:45][CH:44]=2)[CH2:39][CH2:38]1)=[O:36])([CH3:33])([CH3:32])[CH3:31].P([O-])([O-])([O-])=O.[K+].[K+].[K+]>C(O)C>[C:30]([O:34][C:35]([N:37]1[CH2:42][CH2:41][N:40]([C:43]2[CH:48]=[CH:47][C:46]([O:18][CH2:17][C@H:16]3[O:29][C:6]4=[N:10][C:9]([N+:11]([O-:13])=[O:12])=[CH:8][N:7]4[CH2:14][CH2:15]3)=[CH:45][CH:44]=2)[CH2:39][CH2:38]1)=[O:36])([CH3:33])([CH3:31])[CH3:32] |f:0.1,4.5.6.7|. Procedure details: An ethanol solution (25.00 ml) of 20% sodium ethoxide was added to an ethanol solution (250 ml) of toluene-4-sulfonic acid (S)-4-(2-chloro-4-nitro-imidazol-1-yl)-2-hydroxybutyl ester (25.00 g), and the mixture was stirred at room temperature for 30 minutes. 4-(4-Hydroxyphenyl)piperazine-1-carboxylic acid tert-butyl ester (19.63 g) and tripotassium phosphate (13.61 g) were added to the reaction mixture, followed by heating under reflux for 4 hours. The reaction mixture was then concentrated under... Starting materials: [OH-].[Na+] (Sodium hydroxide), C(C)(=O)OC(C)CCC1=CC=2C(C3=CC=CC=C3C2C=C1)=O (4-(9-oxo-2-fluorenyl)-butan-2-ol acetate). The solvent is CO (methanol), O (water). The product is O=C1C2=CC=CC=C2C=2C=CC(=CC12)CCC(C)O (4-(9-oxo-2-fluorenyl)-butan-2-ol). Isolated yield 95.2%. As a reaction SMILES: [OH-].[Na+].C([O:6][CH:7]([CH2:9][CH2:10][C:11]1[CH:23]=[CH:22][C:21]2[C:20]3[C:15](=[CH:16][CH:17]=[CH:18][CH:19]=3)[C:14](=[O:24])[C:13]=2[CH:12]=1)[CH3:8])(=O)C>CO.O>[O:24]=[C:14]1[C:13]2[CH:12]=[C:11]([CH2:10][CH2:9][CH:7]([OH:6])[CH3:8])[CH:23]=[CH:22][C:21]=2[C:20]2[C:15]1=[CH:16][CH:17]=[CH:18][CH:19]=2 |f:0.1|. Procedure details: Sodium hydroxide (0.2 gram) was dissolved in a mixture of 20 ml of methanol and 5 ml of water, then 1.47 grams of 4-(9-oxo-2-fluorenyl)-butan-2-ol acetate was added thereto, and the mixture was heated to reflux for two hours. After removal of methanol by evaporation therefrom, chloroform was added to the residue, the mixture was washed with water, and dried with magnesium sulfate. Chlorform was evaporated therefrom and the residue was allowed to stand to give crystals. They were recrystallized f... Starting materials: NO (NH2OH), CNC1(CCCCC1=O)C=2C=CC=CC2Cl (ketamine), Cl (HCl), CC(=O)O[Na] (CH3COONa). Run in CO.O (MeOH H2O), O (H2O). The product is ClC1=C(C=CC=C1)C1(C(CCCC1)=NO)NC (2-(2-Chloro-phenyl)-2-methylamino-cyclohexanone oxime). RXN SMILES: [NH2:1][OH:2].Cl.CC(O[Na])=O.[CH3:9][NH:10][C:11]1([C:18]2[CH:19]=[CH:20][CH:21]=[CH:22][C:23]=2[Cl:24])[C:16](=O)[CH2:15][CH2:14][CH2:13][CH2:12]1>CO.O.O>[Cl:24][C:23]1[CH:22]=[CH:21][CH:20]=[CH:19][C:18]=1[C:11]1([NH:10][CH3:9])[CH2:12][CH2:13][CH2:14][CH2:15][C:16]1=[N:1][OH:2] |f:4.5|. Reported procedure: To as solution of NH2OH. HCl and CH3COONa. H2O in MeOH:H2O (7:3) stirred at room temperature for 15 minutes, was added ketamine and the resulting solution was stirred at reflux for 16 hrs before cooling to room temperature. The reaction mixture was filtered and the filtrate was partitioned between CH2Cl2 and sat. NaHCO3 solution. The filtrate was extracted with CH2Cl2 (2×30 mL) and the combined organic layer was washed with brine solution. The organic layer was dried over anhydrous. Na2SO4 and c... Reactants: N#Cc1cccc(CBr)c1, Cc1cc(C)cc(Oc2[nH]c(=O)[nH]c(=O)c2C(C)C)c1. The product is Cc1cc(C)cc(Oc2c(C(C)C)c(=O)[nH]c(=O)n2Cc2cccc(C#N)c2)c1. RXN SMILES: [C:21](#[N:22])[c:23]1[cH:24][c:25]([CH2:26][Br:27])[cH:28][cH:29][cH:30]1.[CH:1]([CH3:2])([CH3:3])[c:4]1[c:5](=[O:20])[nH:6][c:7](=[O:19])[nH:8][c:9]1[O:10][c:11]1[cH:12][c:13]([CH3:18])[cH:14][c:15]([CH3:17])[cH:16]1>>[CH:1]([CH3:2])([CH3:3])[c:4]1[c:5](=[O:20])[nH:6][c:7](=[O:19])[n:8]([CH2:26][c:25]2[cH:24][c:23]([C:21]#[N:22])[cH:30][cH:29][cH:28]2)[c:9]1[O:10][c:11]1[cH:12][c:13]([CH3:18])[cH:14][c:15]([CH3:17])[cH:16]1. Starting materials: CCN(Cc1cccc(-c2ccnc(NCCc3ccc(O)c(F)c3)n2)c1)C1CCNCC1, CCC=O. Yields the product CCCN1CCC(N(CC)Cc2cccc(-c3ccnc(NCCc4ccc(O)c(F)c4)n3)c2)CC1. As a reaction SMILES: [CH2:1]([CH3:2])[N:3]([CH:4]1[CH2:5][CH2:6][NH:7][CH2:8][CH2:9]1)[CH2:10][c:11]1[cH:12][c:13](-[c:17]2[n:18][c:19]([NH:23][CH2:24][CH2:25][c:26]3[cH:27][c:28]([F:33])[c:29]([OH:32])[cH:30][cH:31]3)[n:20][cH:21][cH:22]2)[cH:14][cH:15][cH:16]1.[CH:34]([CH2:35][CH3:36])=[O:37]>>[CH2:1]([CH3:2])[N:3]([CH:4]1[CH2:5][CH2:6][N:7]([CH2:34][CH2:35][CH3:36])[CH2:8][CH2:9]1)[CH2:10][c:11]1[cH:12][c:13](-[c:17]2[n:18][c:19]([NH:23][CH2:24][CH2:25][c:26]3[cH:27][c:28]([F:33])[c:29]([OH:32])[cH:30][cH:31]3)[n:20][cH:21][cH:22]2)[cH:14][cH:15][cH:16]1. Starting materials: C(C)NC=1C(=NC=CC1)N1CCN(CC1)C(=O)C1=NC=C(C(=O)O)C=C1 (6-[1-[3-(ethylamino)-2-pyridyl]piperazin-4-yl-carbonyl]nicotinic acid), NC(CO)(C)C (2-amino-2-methyl-1-propanol). Product: CC(CO)(C)NC(=O)C=1C=CC(=NC1)C(=O)N1CCN(CC1)C1=NC=CC=C1NCC (5-[N-(1,1-dimethyl-2-hydroxyethyl)carbamoyl]-2-[1-[3-(ethylamino)-2-pyridyl]piperazin-4-yl-carbonyl]pyridine). Yield: 70.0%. Reaction SMILES: [CH2:1]([NH:3][C:4]1[C:5]([N:10]2[CH2:15][CH2:14][N:13]([C:16]([C:18]3[CH:26]=[CH:25][C:21]([C:22](O)=[O:23])=[CH:20][N:19]=3)=[O:17])[CH2:12][CH2:11]2)=[N:6][CH:7]=[CH:8][CH:9]=1)[CH3:2].[NH2:27][C:28]([CH3:32])([CH3:31])[CH2:29][OH:30]>>[CH3:31][C:28]([NH:27][C:22]([C:21]1[CH:25]=[CH:26][C:18]([C:16]([N:13]2[CH2:14][CH2:15][N:10]([C:5]3[C:4]([NH:3][CH2:1][CH3:2])=[CH:9][CH:8]=[CH:7][N:6]=3)[CH2:11][CH2:12]2)=[O:17])=[N:19][CH:20]=1)=[O:23])([CH3:32])[CH2:29][OH:30]. Reported procedure: By the same procedure as described in the example 1, synthesis was carried out starting with 6-[1-[3-(ethylamino)-2-pyridyl]piperazin-4-yl-carbonyl]nicotinic acid and using 2-amino-2-methyl-1-propanol. And then, the product was recrystallized to give a desired compound. The reactants are O=C(OCC)C1=NC=CC=C1. Reagents/catalysts: O=C(NC1=CC=C(C=C1)C(F)(F)F)NC=2C=CC=CC2C=3C=NC(=CC3)C4=NC=CC=C4, O1B(OC(C)(C)C1(C)C)B2OC(C)(C)C(O2)(C)C, C[OH2+].C[OH2+].C1CC=CCCC=C1.C1CC=CCCC=C1.[Ir].[Ir]. Run in C=1C=C(C=CC1C)C. Run at temperature 25 celsius, time 16 hour. Yields the product O=C(OCC)C1=NC=CC(=C1)B2OC(C)(C)C(O2)(C)C, O=C(OCC)C1=NC=C(C=C1)B2OC(C)(C)C(O2)(C)C. Yield: 19.0%. The reactants are IC (iodomethane), O (water), C(C)(C)[N-]C(C)C.[Li+] (lithium diisopropylamide), O([Si](C)(C)C(C)(C)C)CCC1=CC=C(C=C1)CC(C)C(=O)OC (1-(2-t-butyldimethylsiloxyethyl)-4-(2-methoxycarbonylpropyl)benzene). Solvent: O1CCCC1 (tetrahydrofuran), O1CCCC1 (tetrahydrofuran). Run at time 30 minute. Yields the product O([Si](C)(C)C(C)(C)C)CCC1=CC=C(C=C1)CC(C)(C)C(=O)OC (1-(2-t-butyldimethylsiloxyethyl)-4-(2-methoxycarbonyl-2-methylpropyl)benzene). As a reaction SMILES: [CH:1]([N-]C(C)C)(C)C.[Li+].[O:9]([CH2:17][CH2:18][C:19]1[CH:24]=[CH:23][C:22]([CH2:25][CH:26]([C:28]([O:30][CH3:31])=[O:29])[CH3:27])=[CH:21][CH:20]=1)[Si:10]([C:13]([CH3:16])([CH3:15])[CH3:14])([CH3:12])[CH3:11].IC.O>O1CCCC1>[O:9]([CH2:17][CH2:18][C:19]1[CH:20]=[CH:21][C:22]([CH2:25][C:26]([C:28]([O:30][CH3:31])=[O:29])([CH3:1])[CH3:27])=[CH:23][CH:24]=1)[Si:10]([C:13]([CH3:16])([CH3:15])[CH3:14])([CH3:11])[CH3:12] |f:0.1|. Procedure details: To a solution of lithium diisopropylamide (0.1 mol/l solution in tetrahydrofuran, 15 ml) was added a solution of 1-(2-t-butyldimethylsiloxyethyl)-4-(2-methoxycarbonylpropyl)benzene (0.62 g) in tetrahydrofuran (2 ml) at -78° C., and the mixture was stirred at the same temperature for 30 minutes. To the reaction mixture was added a solution of iodomethane (0.20 g) in tetrahydrofuran (2 ml), and the mixture was stirred at room temperature for 4 hours. To the reaction mixture was added water, and th...